This data is from the Open Reaction Database (ORD), a public repository of structured organic reaction records. The task is: describe an organic reaction: reactants, conditions, products, and yield The reactants are CSCCCl, OCCC(=C(c1ccccc1)c1ccc(O)cc1)c1ccccc1. Yields the product CSCCOc1ccc(C(=C(CCO)c2ccccc2)c2ccccc2)cc1. Reaction SMILES: [CH3:25][S:26][CH2:27][CH2:28][Cl:29].[OH:1][c:2]1[cH:3][cH:4][c:5]([C:8](=[C:9]([CH2:10][CH2:11][OH:12])[c:13]2[cH:14][cH:15][cH:16][cH:17][cH:18]2)[c:19]2[cH:20][cH:21][cH:22][cH:23][cH:24]2)[cH:6][cH:7]1>>[O:1]([c:2]1[cH:3][cH:4][c:5]([C:8](=[C:9]([CH2:10][CH2:11][OH:12])[c:13]2[cH:14][cH:15][cH:16][cH:17][cH:18]2)[c:19]2[cH:20][cH:21][cH:22][cH:23][cH:24]2)[cH:6][cH:7]1)[CH2:28][CH2:27][S:26][CH3:25]. Reactants: CCN1CCN(c2nc(Br)cc3ccccc23)CC1, CCCC[Sn](CCCC)(CCCC)c1ccc(C(=O)NCCOCc2ccccc2)cc1, Cc1ccccc1C. Yields the product CCN1CCN(c2nc(-c3ccc(C(=O)NCCOCc4ccccc4)cc3)cc3ccccc23)CC1. As a reaction SMILES: [Br:33][c:34]1[n:35][c:36]([N:44]2[CH2:45][CH2:46][N:47]([CH2:50][CH3:51])[CH2:48][CH2:49]2)[c:37]2[cH:38][cH:39][cH:40][cH:41][c:42]2[cH:43]1.[CH2:1]([c:2]1[cH:3][cH:4][cH:5][cH:6][cH:7]1)[O:8][CH2:9][CH2:10][NH:11][C:12]([c:13]1[cH:14][cH:15][c:16]([Sn:19]([CH2:20][CH2:21][CH2:22][CH3:23])([CH2:24][CH2:25][CH2:26][CH3:27])[CH2:28][CH2:29][CH2:30][CH3:31])[cH:17][cH:18]1)=[O:32].[c:52]1([CH3:53])[c:54]([CH3:55])[cH:56][cH:57][cH:58][cH:59]1>>[CH2:1]([c:2]1[cH:3][cH:4][cH:5][cH:6][cH:7]1)[O:8][CH2:9][CH2:10][NH:11][C:12]([c:13]1[cH:14][cH:15][c:16](-[c:34]2[n:35][c:36]([N:44]3[CH2:45][CH2:46][N:47]([CH2:50][CH3:51])[CH2:48][CH2:49]3)[c:37]3[cH:38][cH:39][cH:40][cH:41][c:42]3[cH:43]2)[cH:17][cH:18]1)=[O:32]. Reactants: [N+](=O)([O-])C1=C(C=CC#N)C=CC=C1 (o-nitrocinnamonitrile), NO (hydroxylamine), Cl.NO (hydroxylamine hydrochloride), C[O-].[Na+] (sodium methoxide). The solvent is CO (methanol). The product is [N+](=O)([O-])C1=C(C=CC(N)=NO)C=CC=C1 (o-nitrocinnamamidoxime). As a reaction SMILES: [NH2:1][OH:2].Cl.NO.C[O-].[Na+].[N+:9]([C:12]1[CH:21]=[CH:20][CH:19]=[CH:18][C:13]=1[CH:14]=[CH:15][C:16]#[N:17])([O-:11])=[O:10]>CO>[N+:9]([C:12]1[CH:21]=[CH:20][CH:19]=[CH:18][C:13]=1[CH:14]=[CH:15][C:16](=[N:1][OH:2])[NH2:17])([O-:11])=[O:10] |f:1.2,3.4|. Procedure details: A solution of hydroxylamine prepared from hydroxylamine hydrochloride (8.34 g.) in methanol (150 ml.) by neutralisation with sodium methoxide was added to o-nitrocinnamonitrile (6.96 g.) (S. Malinowski, Roczniki Chem., 1952, 26, 85) and the mixture was refluxed for 2 hr., then evaporated to ca. 15 ml. under reduced pressure. Ethyl acetate (150 ml.) was added, and the solution was extracted with 2N-hydrochloric acid (2 × 150 ml.). The acid extracts were neutralised with solid sodium hydrogen carb... Starting materials: O=C1CC[C@H](N1CC1=CC=CC=C1)CC=O ((S)-5-oxo-1-(phenylmethyl)-2-pyrrolidineacetaldehyde), [BH4-].[Na+] (sodium borohydride), N[C@@H](CCC(=O)O)C(=O)O (L-glutamic acid), C(C1=CC=CC=C1)=O (benzaldehyde). Product: C1(=CC=CC=C1)CN[C@@H](CCC(=O)O)C(=O)O (N-(1-phenylmethyl)-L-glutamic acid). RXN SMILES: O=C1N([CH2:7][C:8]2[CH:13]=[CH:12][CH:11]=[CH:10][CH:9]=2)[C@H](CC=O)CC1.[NH2:17][C@H:18]([C:24]([OH:26])=[O:25])[CH2:19][CH2:20][C:21]([OH:23])=[O:22].C(=O)C1C=CC=CC=1.[BH4-].[Na+]>>[C:8]1([CH2:7][NH:17][C@H:18]([C:24]([OH:26])=[O:25])[CH2:19][CH2:20][C:21]([OH:23])=[O:22])[CH:13]=[CH:12][CH:11]=[CH:10][CH:9]=1 |f:3.4|. Procedure details: The process set forth in Scheme I comprises the preparation of the intermediate, (S)-5-oxo-1-(phenylmethyl)-2-pyrrolidineacetaldehyde (10a). Thus, L-glutamic acid (3) can be reductively alkylated with benzaldehyde and sodium borohydride to yield the N-(1-phenylmethyl)-L-glutamic acid (4a). Acidification of the solution with hydrochloric acid to pH 3, followed by heating at reflux and then esterification of the crude product with methanol and sulfuric acid in toluene gives the (S)-5-oxo-1-(phenyl... As a reaction SMILES: [Cl:1][C:2]1[CH:7]=[C:6]([Cl:8])[CH:5]=[CH:4][C:3]=1[CH2:9][CH2:10][C@@H:11]1[O:16][CH:15]([O:17]CC)[CH2:14][C@H:13]([OH:20])[CH2:12]1>C(O)(=O)C.CCOCC>[Cl:1][C:2]1[CH:7]=[C:6]([Cl:8])[CH:5]=[CH:4][C:3]=1[CH2:9][CH2:10][C@@H:11]1[O:16][CH:15]([OH:17])[CH2:14][C@H:13]([OH:20])[CH2:12]1. Product: ClC1=C(C=CC(=C1)Cl)CC[C@H]1C[C@H](CC(O1)O)O (6(S)-[2-(2,4-dichlorophenyl)ethyl]-2-hydroxy-4(R)-hydroxy-3,4,5,6-tetrahydro-2H-pyran). Reaction conditions: time 2 hour. Run in C(C)(=O)O (acetic acid), CCOCC (ether). The reactants are ClC1=C(C=CC(=C1)Cl)CC[C@H]1C[C@H](CC(O1)OCC)O (6(S)-[2-(2,4-dichlorophenyl)-ethyl]-2-ethoxy-4(R)-hydroxy-3,4,5,6-tetrahydro-2H-pyran). Reported procedure: 6(S)-[2-(2,4-dichlorophenyl)-ethyl]-2-ethoxy-4(R)-hydroxy-3,4,5,6-tetrahydro-2H-pyran (0.305 g, 1 mmole) is dissolved in 80% aqueous acetic acid (5 ml) and heated at 70° to 80° for 2 hours. When tlc shows that, the reaction is complete, (if necessary the reaction may be heated at 90° bath temp. for 2 hours). The reaction solution is dissolved in ether and extracted with water, then dilute sodium hydroxide, until washings are basic, and then with water. The ether layer is dried (MgSO4), filtered,... Starting materials: COCCS(=O)(=O)N (2-methoxyethanesulfonamide), CS(=O)(=O)N (methyl sulfonamide), C12(CC3CC(CC(C1)C3)C2)COC2=NC=C(C(=O)O)C=C2C2CC2 (6-(adamantan-1-ylmethoxy)-5-cyclopropylnicotinic acid), ClC=1C(=CC(=C(C(=O)O)C1)F)OCC12CC3(CC(CC(C1)(C3)F)(C2)F)F (5-chloro-2-fluoro-4-((3,5,7-trifluoroadamantan-1-yl)methoxy)benzoic acid). Product: ClC=1C(=CC(=C(C(=O)NS(=O)(=O)C)C1)F)OCC12CC3(CC(CC(C1)(C3)F)(C2)F)F (5-Chloro-2-fluoro-N-(methylsulfonyl)-4-((3,5,7-trifluoroadamantan-1-yl)methoxy)benzamide), solid. The yield is 28.0%. Reaction SMILES: C12(COC3C(C4CC4)=CC(C(O)=O)=CN=3)CC3CC(CC(C3)C1)C2.[Cl:25][C:26]1[C:27]([O:36][CH2:37][C:38]23[CH2:48][C:42]4([F:49])[CH2:43][C:44]([F:47])([CH2:46][C:40]([F:50])([CH2:41]4)[CH2:39]2)[CH2:45]3)=[CH:28][C:29]([F:35])=[C:30]([CH:34]=1)[C:31](O)=[O:32].COC[CH2:54][S:55]([NH2:58])(=[O:57])=[O:56].CS(N)(=O)=O>>[Cl:25][C:26]1[C:27]([O:36][CH2:37][C:38]23[CH2:48][C:42]4([F:49])[CH2:43][C:44]([F:47])([CH2:46][C:40]([F:50])([CH2:41]4)[CH2:39]2)[CH2:45]3)=[CH:28][C:29]([F:35])=[C:30]([CH:34]=1)[C:31]([NH:58][S:55]([CH3:54])(=[O:57])=[O:56])=[O:32]. Reported procedure: Following the procedure as described in Example 150 step 5 and making variations as required to replace 6-(adamantan-1-ylmethoxy)-5-cyclopropylnicotinic acid with 5-chloro-2-fluoro-4-((3,5,7-trifluoroadamantan-1-yl)methoxy)benzoic acid and to replace 2-methoxyethanesulfonamide with methyl sulfonamide, the title compound was obtained as a colorless solid (0.035 g, 28%): 1H NMR (300 MHz, DMSO-d6) δ 12.10 (br s, 1H), 7.76 (d, J=7.6 Hz, 1H), 7.20 (d, J=12.28 Hz, 1H), 4.00 (s, 2H), 3.22 (s, 3H), 2.26... Product: O=S(=O)(Oc1c(P)cc2ccccc2c1-c1cccc2ccccc12)C(F)(F)F. Reactants: Cl[SiH](Cl)Cl, O=[PH2]c1cc2ccccc2c(-c2cccc3ccccc23)c1OS(=O)(=O)C(F)(F)F. As a reaction SMILES: [Cl:31][SiH:32]([Cl:33])[Cl:34].[PH2:1](=[O:2])[c:3]1[c:4]([O:23][S:24](=[O:25])(=[O:26])[C:27]([F:28])([F:29])[F:30])[c:5](-[c:13]2[cH:14][cH:15][cH:16][c:17]3[cH:18][cH:19][cH:20][cH:21][c:22]23)[c:6]2[cH:7][cH:8][cH:9][cH:10][c:11]2[cH:12]1>>[PH2:1][c:3]1[c:4]([O:23][S:24](=[O:25])(=[O:26])[C:27]([F:28])([F:29])[F:30])[c:5](-[c:13]2[cH:14][cH:15][cH:16][c:17]3[cH:18][cH:19][cH:20][cH:21][c:22]23)[c:6]2[cH:7][cH:8][cH:9][cH:10][c:11]2[cH:12]1. Reactants: O (Water), CC=1C=C2CCNC2=CC1 (5-methylindoline), [H-].[Na+] (sodium hydride), FC1=C(C#N)C=CC=C1 (o-fluorobenzonitrile). Solvent: ClCCl (dichloromethane), CCCCCC (hexane), CS(=O)C (dimethylsulfoxide), CS(=O)C (dimethylsulfoxide). Run at time 2 hour. Product: CC=1C=C2CCN(C2=CC1)C1=C(C#N)C=CC=C1 (2-(5-Methylindolin-1-yl)benzonitrile). RXN SMILES: [CH3:1][C:2]1[CH:3]=[C:4]2[C:8](=[CH:9][CH:10]=1)[NH:7][CH2:6][CH2:5]2.[H-].[Na+].F[C:14]1[CH:21]=[CH:20][CH:19]=[CH:18][C:15]=1[C:16]#[N:17].O>CS(C)=O.ClCCl.CCCCCC>[CH3:1][C:2]1[CH:3]=[C:4]2[C:8](=[CH:9][CH:10]=1)[N:7]([C:14]1[CH:21]=[CH:20][CH:19]=[CH:18][C:15]=1[C:16]#[N:17])[CH2:6][CH2:5]2 |f:1.2|. Procedure details: A slurry of 5-methylindoline (31 g, 0.23 mole), sodium hydride (11.3 g, 60% in oil) and dimethylsulfoxide (120 ml) was stirred at room temperature for 1 hour. A solution of o-fluorobenzonitrile (31 gm, 0.25 mole) in dimethylsulfoxide (25 ml) was added dropwise at a temperature below 20° C.. Upon completion of the addition, the mixture was stirred for 2 hours at room temperture. The reaction mixture was partitioned between methylene chloride (700 ml) and ice-water (700 ml). The dichloromethane so... Starting materials: CCO, [Na+], [OH-], CCOC(=O)CC1Cc2ccc(CCCc3nc4ccccc4[nH]3)cc2Cc2ccccc21. Product: O=C(O)CC1Cc2ccc(CCCc3nc4ccccc4[nH]3)cc2Cc2ccccc21. Reaction SMILES: [CH3:36][CH2:37][OH:38].[Na+:35].[OH-:34].[n:1]1[c:2]([CH2:10][CH2:11][CH2:12][c:13]2[cH:14][cH:15][c:16]3[c:17]([cH:33]2)[CH2:18][c:19]2[c:20]([cH:29][cH:30][cH:31][cH:32]2)[CH:21]([CH2:23][C:24](=[O:25])[O:26][CH2:27][CH3:28])[CH2:22]3)[nH:3][c:4]2[c:5]1[cH:6][cH:7][cH:8][cH:9]2>>[n:1]1[c:2]([CH2:10][CH2:11][CH2:12][c:13]2[cH:14][cH:15][c:16]3[c:17]([cH:33]2)[CH2:18][c:19]2[c:20]([cH:29][cH:30][cH:31][cH:32]2)[CH:21]([CH2:23][C:24](=[O:25])[OH:26])[CH2:22]3)[nH:3][c:4]2[c:5]1[cH:6][cH:7][cH:8][cH:9]2.